From a dataset of the Open Reaction Database (ORD), a public repository of structured organic reaction records. describe an organic reaction: reactants, conditions, products, and yield The reactants are C(#N)C=1C(=NC(=CC1)C=1OC=CC1)OCC(=O)N (2-[[3-cyano-6-(2-furyl)-2-pyridyl]oxy]acetamide), C([O-])([O-])=O.[K+].[K+] (potassium carbonate), CN(C=O)C (N,N-dimethylformamide). Run in O (water), C(C)(=O)OCC (ethyl acetate). Conditions: temperature 120 celsius, time 1.5 hour. Yields the product NC1=C(C#N)C=CC(=N1)C=1OC=CC1 (2-Amino-6-(2-furyl)nicotinonitrile). The yield is 63.0%. Reaction SMILES: [C:1]([C:3]1[C:4](OCC(N)=O)=[N:5][C:6]([C:9]2[O:10][CH:11]=[CH:12][CH:13]=2)=[CH:7][CH:8]=1)#[N:2].C(=O)([O-])[O-].[K+].[K+].C[N:26](C)C=O>O.C(OCC)(=O)C>[NH2:26][C:4]1[N:5]=[C:6]([C:9]2[O:10][CH:11]=[CH:12][CH:13]=2)[CH:7]=[CH:8][C:3]=1[C:1]#[N:2] |f:1.2.3|. Procedure details: A suspension of 2-[[3-cyano-6-(2-furyl)-2-pyridyl]oxy]acetamide (8.0 g, 32.9 mmol) and potassium carbonate (9.1 g, 65.9 mmol) in N,N-dimethylformamide (80 ml) was stirred at 120° C. for 1.5 hours. After cooling as it was, the reaction solution was diluted with water and ethyl acetate, and the insoluble matters were filtered off. The aqueous layer in the filtrate was extracted with ethyl acetate. The combined organic layer was washed with an aqueous saturated solution of ammonium chloride (×2), d... Reactants: C1(CCCCC1)C(N)C1=C(C=C(C=C1)N1N=CC(=C1)C(F)(F)F)C ((+/−)-cyclohexyl(2-methyl-4-(4-(trifluoromethyl)-1H-pyrazol-1-yl)phenyl)methanamine), FC1=NC=C(C(=O)OC)C=C1 (methyl 6-fluoronicotinate), C([O-])([O-])=O.[K+].[K+] (potassium carbonate). Run in CN(C=O)C (N,N-dimethylformamide), O (water). Run at temperature 110 celsius, time 8 hour. The product is C1(CCCCC1)N(C1=NC=C(C(=O)OC)C=C1)CC1=C(C=C(C=C1)N1N=CC(=C1)C(F)(F)F)C ((+/−)-methyl 6-(cyclohexyl(2-methyl-4-(4-(trifluoromethyl)-1H-pyrazol-1-yl)phenyl)methylamino)nicotinate). Yield: 35.7%. RXN SMILES: C1([CH:7]([C:9]2[CH:14]=[CH:13][C:12]([N:15]3[CH:19]=[C:18]([C:20]([F:23])([F:22])[F:21])[CH:17]=[N:16]3)=[CH:11][C:10]=2[CH3:24])[NH2:8])CCCCC1.F[C:26]1[CH:35]=[CH:34][C:29]([C:30]([O:32][CH3:33])=[O:31])=[CH:28][N:27]=1.C(=O)([O-])[O-].[K+].[K+]>CN(C)C=O.O>[CH:9]1([N:8]([CH2:7][C:9]2[CH:14]=[CH:13][C:12]([N:15]3[CH:19]=[C:18]([C:20]([F:21])([F:22])[F:23])[CH:17]=[N:16]3)=[CH:11][C:10]=2[CH3:24])[C:26]2[CH:35]=[CH:34][C:29]([C:30]([O:32][CH3:33])=[O:31])=[CH:28][N:27]=2)[CH2:14][CH2:13][CH2:12][CH2:11][CH2:10]1 |f:2.3.4|. Reported procedure: To a solution of (+/−)-cyclohexyl(2-methyl-4-(4-(trifluoromethyl)-1H-pyrazol-1-yl)phenyl)methanamine (80.0 mg, 0.237 mmol) in N,N-dimethylformamide (3 mL) was added methyl 6-fluoronicotinate (55.2 mg, 0.356 mmol) and potassium carbonate (98.4 mg, 0.712 mmol). The reaction was heated to 110° C. and stirred overnight. The reaction was cooled to room temperature, diluted with water, and extracted with ethyl acetate (3×5 mL). The combined organics were dried over sodium sulfate, filtered, and concen... The reactants are ClCCl, COP(C)(=O)c1cc(Oc2ccc(C(F)(F)F)cc2Cl)ccc1C#N, C[Si](C)(C)Br, CO. Yields the product CP(=O)(O)c1cc(Oc2ccc(C(F)(F)F)cc2Cl)ccc1C#N. RXN SMILES: [CH2:33]([Cl:34])[Cl:35].[CH3:1][P:2]([O:3][CH3:4])(=[O:5])[c:6]1[c:7]([C:24]#[N:25])[cH:8][cH:9][c:10]([O:12][c:13]2[c:14]([Cl:23])[cH:15][c:16]([C:19]([F:20])([F:21])[F:22])[cH:17][cH:18]2)[cH:11]1.[CH3:26][Si:27]([Br:28])([CH3:29])[CH3:30].[CH3:31][OH:32]>>[CH3:1][P:2](=[O:3])([OH:5])[c:6]1[c:7]([C:24]#[N:25])[cH:8][cH:9][c:10]([O:12][c:13]2[c:14]([Cl:23])[cH:15][c:16]([C:19]([F:20])([F:21])[F:22])[cH:17][cH:18]2)[cH:11]1. Starting materials: [N+](=O)([O-])C1=CC=C(C=C1)C (p-nitrotoluene), Mn(OAc)2, [NH4+].[Br-] (NH4Br), Co(OAc)2, C(C)(=O)O (acetic acid). Yields the product [N+](=O)([O-])C1=CC=C(C(=O)O)C=C1 (p-nitrobenzoic acid). As a reaction SMILES: [N+:1]([C:4]1[CH:9]=[CH:8]C(C)=[CH:6][CH:5]=1)([O-:3])=[O:2].[NH4+].[Br-].[C:13]([OH:16])(=[O:15])[CH3:14]>>[N+:1]([C:4]1[CH:9]=[CH:8][C:14]([C:13]([OH:16])=[O:15])=[CH:6][CH:5]=1)([O-:3])=[O:2] |f:1.2|. Procedure details: 750 g of p-nitrotoluene was oxidized in 2250 ml of glacial acetic acid, after the addition of 15 g of NH4Br, 4.5 g of Co(OAc)2 . 4H2O and 4.5 g of Mn(OAc)2 . 4H2O, at a reaction temperature of 175° C. The reaction product was washed and dried as before. 795 g (87% of the theory) of brown-discolored p-nitrobenzoic acid was obtained, having a melting point of 235°-36° C. The solution of 1 g of the product in 10 g of dimethylsulfoxide has a value of 40 on the iodine color scale. After recrystalliza... Starting materials: C=Cc1c(N)nc(-c2ccc(Cl)c(OC)c2F)nc1C(=O)OC, CCO, [H][H], [OH-], [OH-], [Pd+2]. Yields the product CCc1c(N)nc(-c2ccc(Cl)c(OC)c2F)nc1C(=O)OC. As a reaction SMILES: [CH3:1][O:2][C:3](=[O:4])[c:5]1[n:6][c:7](-[c:14]2[c:15]([F:23])[c:16]([O:21][CH3:22])[c:17]([Cl:20])[cH:18][cH:19]2)[n:8][c:9]([NH2:13])[c:10]1[CH:11]=[CH2:12].[CH3:26][CH2:27][OH:28].[H:24][H:25].[OH-:29].[OH-:31].[Pd+2:30]>>[CH3:1][O:2][C:3](=[O:4])[c:5]1[n:6][c:7](-[c:14]2[c:15]([F:23])[c:16]([O:21][CH3:22])[c:17]([Cl:20])[cH:18][cH:19]2)[n:8][c:9]([NH2:13])[c:10]1[CH2:11][CH3:12]. Reactants: COC(=O)c1cccc(Br)c1OC, Cc1ccccc1, OB(O)c1ccc(Cl)cc1, [K+], [K+], O=C([O-])[O-]. Yields the product COC(=O)c1cccc(-c2ccc(Cl)cc2)c1OC. Reaction SMILES: [Br:1][c:2]1[c:3]([O:12][CH3:13])[c:4]([C:5](=[O:6])[O:7][CH3:8])[cH:9][cH:10][cH:11]1.[CH3:30][c:31]1[cH:32][cH:33][cH:34][cH:35][cH:36]1.[Cl:14][c:15]1[cH:16][cH:17][c:18]([B:21]([OH:22])[OH:23])[cH:19][cH:20]1.[K+:24].[K+:25].[O-:26][C:27]([O-:28])=[O:29]>>[c:2]1(-[c:18]2[cH:17][cH:16][c:15]([Cl:14])[cH:20][cH:19]2)[c:3]([O:12][CH3:13])[c:4]([C:5](=[O:6])[O:7][CH3:8])[cH:9][cH:10][cH:11]1. Reactants: CN(C)CCC(Oc1ccc(N)cc1)c1ccccc1, CS(=O)(=O)Cl, c1ccncc1. Product: CN(C)CCC(Oc1ccc(NS(C)(=O)=O)cc1)c1ccccc1. Reaction SMILES: [CH3:1][N:2]([CH2:3][CH2:4][CH:5]([c:6]1[cH:7][cH:8][cH:9][cH:10][cH:11]1)[O:12][c:13]1[cH:14][cH:15][c:16]([NH2:19])[cH:17][cH:18]1)[CH3:20].[CH3:21][S:22](=[O:23])(=[O:24])[Cl:25].[cH:26]1[cH:27][cH:28][n:29][cH:30][cH:31]1>>[CH3:1][N:2]([CH2:3][CH2:4][CH:5]([c:6]1[cH:7][cH:8][cH:9][cH:10][cH:11]1)[O:12][c:13]1[cH:14][cH:15][c:16]([NH:19][S:22]([CH3:21])(=[O:23])=[O:24])[cH:17][cH:18]1)[CH3:20]. Reactants: CCCn1c(=O)[nH]c2nc(C(C)(C)C)n(Cc3ccccc3)c2c1=O, COC(=O)CCS(C)(=O)=O, CN(C)C=O, [K+], [K+], O=C([O-])[O-]. Product: CCCn1c(=O)c2c(nc(C(C)(C)C)n2Cc2ccccc2)n(CCC(=O)OC)c1=O. As a reaction SMILES: [CH2:1]([c:2]1[cH:3][cH:4][cH:5][cH:6][cH:7]1)[n:8]1[c:9]([C:22]([CH3:23])([CH3:24])[CH3:25])[n:10][c:11]2[nH:12][c:13](=[O:21])[n:14]([CH2:18][CH2:19][CH3:20])[c:15](=[O:17])[c:16]12.[CH3:32][S:33](=[O:34])(=[O:35])[CH2:36][CH2:37][C:38](=[O:39])[O:40][CH3:41].[CH3:42][N:43]([CH3:44])[CH:45]=[O:46].[K+:26].[K+:27].[O-:28][C:29]([O-:30])=[O:31]>>[CH2:1]([c:2]1[cH:3][cH:4][cH:5][cH:6][cH:7]1)[n:8]1[c:9]([C:22]([CH3:23])([CH3:24])[CH3:25])[n:10][c:11]2[n:12]([CH2:36][CH2:37][C:38](=[O:39])[O:40][CH3:41])[c:13](=[O:21])[n:14]([CH2:18][CH2:19][CH3:20])[c:15](=[O:17])[c:16]12. The reactants are [Al+3], CCOC(C)=O, CCCCCC(C)=CCC(=O)OC, [H-], [H-], [H-], [H-], [Li+], O. Yields the product CCCCCC(C)=CCCO. Reaction SMILES: [Al+3:2].[CH3:20][CH2:21][O:22][C:23](=[O:24])[CH3:25].[CH3:7][C:8](=[CH:9][CH2:10][C:11](=[O:12])[O:13][CH3:14])[CH2:15][CH2:16][CH2:17][CH2:18][CH3:19].[H-:1].[H-:4].[H-:5].[H-:6].[Li+:3].[OH2:26]>>[CH3:7][C:8](=[CH:9][CH2:10][CH2:11][OH:12])[CH2:15][CH2:16][CH2:17][CH2:18][CH3:19]. The reactants are BrC1=CC(=CC=C1)C=CCCOC (1-bromo-3-(4-methoxy-but-1-enyl)-benzene). The reagents and catalysts are [Pd] (Pd). Run in C1CCOC1 (THF). The product is BrC1=CC(=CC=C1)CCCCOC (1-Bromo-3-(4-methoxy-butyl)-benzene). As a reaction SMILES: [Br:1][C:2]1[CH:7]=[CH:6][CH:5]=[C:4]([CH:8]=[CH:9][CH2:10][CH2:11][O:12][CH3:13])[CH:3]=1>C1COCC1.[Pd]>[Br:1][C:2]1[CH:7]=[CH:6][CH:5]=[C:4]([CH2:8][CH2:9][CH2:10][CH2:11][O:12][CH3:13])[CH:3]=1. Procedure details: A suspension of the title B compound, 1-bromo-3-(4-methoxy-but-1-enyl)-benzene (1.8 g, 7.46 mmol) and Pd/c 5% (0.36 g) in THF (20 mL) is shaked under an hydrogen atmosphere. After completion of the reaction, the mixture is filtered through a pad of celite, the solvent is evaporated under reduced pressure and the residue purified by flash chromatography on silica gel (hexane/EtOAc 98/2) to give the title compound as a yellow oil: MS 260.1, 261.9 [M+18]. Rt (HPLC, Nucleosil C18, 10:90-100:0 CH3CN/...